From a dataset of the Open Reaction Database (ORD), a public repository of structured organic reaction records. describe an organic reaction: reactants, conditions, products, and yield Reactants: C1NCCC=2NC=3C=CC(=CC3C21)C(=O)NC2CCN(CC2)C(=O)OC(C)(C)C (tert-butyl 4-(2,3,4,5-tetrahydro-1H-pyrido[4,3-b]indole-8-carboxamido)piperidine-1-carboxylate), BrCC1=CC=C(C(=O)N)C=C1 (4-bromomethylbenzamide), TEA, C([O-])(O)=O.[Na+] (sodium bicarbonate). Solvent: CN(C)C=O (DMF). Conditions: time 8 hour. Yields the product C(N)(=O)C1=CC=C(CN2CC3=C(NC=4C=CC(=CC34)C(=O)NC3CCN(CC3)C(=O)OC(C)(C)C)CC2)C=C1 (tert-butyl 4-(2-(4-carbamoylbenzyl)-2,3,4,5-tetrahydro-1H-pyrido[4,3-b]indole-8-carboxamido)piperidine-1-carboxylate). The yield is 74.2%. RXN SMILES: [CH2:1]1[C:13]2[C:12]3[CH:11]=[C:10]([C:14]([NH:16][CH:17]4[CH2:22][CH2:21][N:20]([C:23]([O:25][C:26]([CH3:29])([CH3:28])[CH3:27])=[O:24])[CH2:19][CH2:18]4)=[O:15])[CH:9]=[CH:8][C:7]=3[NH:6][C:5]=2[CH2:4][CH2:3][NH:2]1.Br[CH2:31][C:32]1[CH:40]=[CH:39][C:35]([C:36]([NH2:38])=[O:37])=[CH:34][CH:33]=1.C(=O)(O)[O-].[Na+]>CN(C=O)C>[C:36]([C:35]1[CH:39]=[CH:40][C:32]([CH2:31][N:2]2[CH2:3][CH2:4][C:5]3[NH:6][C:7]4[CH:8]=[CH:9][C:10]([C:14]([NH:16][CH:17]5[CH2:18][CH2:19][N:20]([C:23]([O:25][C:26]([CH3:29])([CH3:28])[CH3:27])=[O:24])[CH2:21][CH2:22]5)=[O:15])=[CH:11][C:12]=4[C:13]=3[CH2:1]2)=[CH:33][CH:34]=1)(=[O:37])[NH2:38] |f:2.3|. Procedure details: To a solution of tert-butyl 4-(2,3,4,5-tetrahydro-1H-pyrido[4,3-b]indole-8-carboxamido)piperidine-1-carboxylate (0.745 g, 1.9 mmol) in DMF (10 mL), 4-bromomethylbenzamide (0.44 g, 2.1 mmol) and TEA (1.2 mL, 0.857 g, 8.5 mmol) were added. The resulting dark yellow reaction mixture was allowed to stir at room temperature under N2 atmosphere overnight and then poured into saturated sodium bicarbonate solution (100 mL). The resulting precipitate was collected and dried under vacuum overnight to prov...